This data is from the Open Reaction Database (ORD), a public repository of structured organic reaction records. The task is: describe an organic reaction: reactants, conditions, products, and yield Starting materials: [S-]C#N.[NH4+] (ammonium thiocyanate), ClC1=C(C(=O)Cl)C=CC=N1 (2-chloronicotinoyl chloride). The solvent is CC(=O)C (acetone), CC(=O)C (acetone), CC(=O)C (acetone). Product: ClC1=C(C(=O)N=C=S)C=CC=N1 (2-chloronicotinoyl isothiocyanate). As a reaction SMILES: [S-:1][C:2]#[N:3].[NH4+].[Cl:5][C:6]1[N:14]=[CH:13][CH:12]=[CH:11][C:7]=1[C:8](Cl)=[O:9]>CC(C)=O>[Cl:5][C:6]1[N:14]=[CH:13][CH:12]=[CH:11][C:7]=1[C:8]([N:3]=[C:2]=[S:1])=[O:9] |f:0.1|. Reported procedure: 1.891 g (12.0 mmol) of 2-chloronicotinic acid, 15 ml of thionyl chloride and two droplets of DMF were heated under reflux for 2 hours. The reaction mixture was allowed to cool, and then concentrated under reduced pressure. 2-Chloronicotinoyl chloride thus obtained was then dissolved in 10 ml of acetone. 770 mg of ammonium thiocyanate was it then dissolved in 15 ml of acetone with stirring. To the solution thus obtained was then added dropwise the acetone solution of 2-chloronicotinoyl chloride i... The reactants are CC(=O)OCCOCn1cnc2c(=O)[nH]c(N)nc21, Cc1ccccc1, CCCCCC, CC(=O)OC(C)=O, CN(C)c1ccncc1. Yields the product CC(=O)Nc1nc2c(ncn2COCCOC(C)=O)c(=O)[nH]1. Reaction SMILES: [C:1]([CH3:2])(=[O:3])[O:4][CH2:5][CH2:6][O:7][CH2:8][n:9]1[c:10]2[n:11][c:12]([NH2:19])[nH:13][c:14](=[O:18])[c:15]2[n:16][cH:17]1.[CH3:20][c:21]1[cH:22][cH:23][cH:24][cH:25][cH:26]1.[CH3:27][CH2:28][CH2:29][CH2:30][CH2:31][CH3:32].[CH3:33][C:34](=[O:35])[O:36][C:37](=[O:38])[CH3:39].[CH3:40][N:41]([CH3:42])[c:43]1[cH:44][cH:45][n:46][cH:47][cH:48]1>>[C:1]([CH3:2])(=[O:3])[O:4][CH2:5][CH2:6][O:7][CH2:8][n:9]1[c:10]2[n:11][c:12]([NH:19][C:34]([CH3:33])=[O:35])[nH:13][c:14](=[O:18])[c:15]2[n:16][cH:17]1. Starting materials: Cn1ccc(N)n1, COc1cccc(-c2nc(N3CCOCC3)nc3c2CCN3c2ccn(C)n2)c1, COc1cccc(-c2nc(N3CCOCC3)nc(Cl)c2CCCl)c1. Product: Cn1ccc(N2CCc3c(-c4cccc(O)c4)nc(N4CCOCC4)nc32)n1. RXN SMILES: [CH3:25][n:26]1[cH:27][cH:28][c:29]([NH2:30])[n:31]1.[CH3:32][O:33][c:34]1[cH:35][c:36](-[c:40]2[c:41]3[c:42]([n:43][c:44]([N:46]4[CH2:47][CH2:48][O:49][CH2:50][CH2:51]4)[n:45]2)[N:52]([c:55]2[n:56][n:57]([CH3:60])[cH:58][cH:59]2)[CH2:53][CH2:54]3)[cH:37][cH:38][cH:39]1.[Cl:1][c:2]1[c:3]([CH2:4][CH2:5][Cl:6])[c:7](-[c:8]2[cH:9][cH:10][cH:11][c:12]([O:13][CH3:14])[cH:15]2)[n:16][c:17]([N:18]2[CH2:19][CH2:20][O:21][CH2:22][CH2:23]2)[n:24]1>>[OH:33][c:34]1[cH:35][c:36](-[c:40]2[c:41]3[c:42]([n:43][c:44]([N:46]4[CH2:47][CH2:48][O:49][CH2:50][CH2:51]4)[n:45]2)[N:52]([c:55]2[n:56][n:57]([CH3:60])[cH:58][cH:59]2)[CH2:53][CH2:54]3)[cH:37][cH:38][cH:39]1. Reactants: CN1CCCC(O)C1, ClCCl, O=C(Cl)C(=O)c1cccs1. The product is CN1CCCC(OC(=O)C(=O)c2cccs2)C1. As a reaction SMILES: [CH3:11][N:12]1[CH2:13][CH:14]([OH:18])[CH2:15][CH2:16][CH2:17]1.[Cl:19][CH2:20][Cl:21].[O:1]=[C:2]([C:3](=[O:4])[Cl:5])[c:6]1[s:7][cH:8][cH:9][cH:10]1>>[O:1]=[C:2]([C:3](=[O:4])[O:18][CH:14]1[CH2:13][N:12]([CH3:11])[CH2:17][CH2:16][CH2:15]1)[c:6]1[s:7][cH:8][cH:9][cH:10]1. Starting materials: [BH4-], Cc1sc(-c2ccccc2)nc1COc1ccc(COc2ncccc2C=O)cc1, CCO, [Na+], C1CCOC1, O. The product is Cc1sc(-c2ccccc2)nc1COc1ccc(COc2ncccc2CO)cc1. As a reaction SMILES: [BH4-:39].[CH3:1][c:2]1[c:3]([CH2:13][O:14][c:15]2[cH:16][cH:17][c:18]([CH2:19][O:20][c:21]3[c:22]([CH:23]=[O:24])[cH:25][cH:26][cH:27][n:28]3)[cH:29][cH:30]2)[n:4][c:5](-[c:7]2[cH:8][cH:9][cH:10][cH:11][cH:12]2)[s:6]1.[CH3:36][CH2:37][OH:38].[Na+:40].[O:31]1[CH2:32][CH2:33][CH2:34][CH2:35]1.[OH2:41]>>[CH3:1][c:2]1[c:3]([CH2:13][O:14][c:15]2[cH:16][cH:17][c:18]([CH2:19][O:20][c:21]3[c:22]([CH2:23][OH:24])[cH:25][cH:26][cH:27][n:28]3)[cH:29][cH:30]2)[n:4][c:5](-[c:7]2[cH:8][cH:9][cH:10][cH:11][cH:12]2)[s:6]1. The reactants are BrC(C(=O)OCC)CC (ethyl 2-bromo-butyrate), OC1=CC=C(C=C1)C1CCOCC1 (4-(p-hydroxyphenyl)-tetrahydropyran), [Na] (sodium). Run in C(C)O (ethanol), C(C)O (ethanol). Conditions: temperature 0 celsius, time 1 hour. Product: O1CCC(CC1)C1=CC=C(OC(C(=O)OCC)CC)C=C1 (ethyl 2-[p-(4-tetrahydropyranyl)-phenoxy]-butanoate). RXN SMILES: [OH:1][C:2]1[CH:7]=[CH:6][C:5]([CH:8]2[CH2:13][CH2:12][O:11][CH2:10][CH2:9]2)=[CH:4][CH:3]=1.[Na].Br[CH:16]([CH2:22][CH3:23])[C:17]([O:19][CH2:20][CH3:21])=[O:18]>C(O)C>[O:11]1[CH2:10][CH2:9][CH:8]([C:5]2[CH:6]=[CH:7][C:2]([O:1][CH:16]([CH2:22][CH3:23])[C:17]([O:19][CH2:20][CH3:21])=[O:18])=[CH:3][CH:4]=2)[CH2:13][CH2:12]1 |^1:13|. Procedure: A solution of 44.6 g of 4-(p-hydroxyphenyl)-tetrahydropyran in 50 ml of ethanol was added at 20° C to a mixture of 5.75 g of sodium in 250 ml of ethanol and the mixture was stirred for one hour and then was cooled to 0° C. 55.1 ml of ethyl 2-bromo-butyrate were added to the reaction mixture which was then allowed to return to 20° C and was refluxed overnight. The ethanol was evaporated and the residue was taken up in 50 ml of 1N sodium hydroxide and 250 ml of methylene chloride. The aqueous phas... Reactants: C1(=CC=CC=C1)C1=NC2=CC=C(C=C2N=C1N1CCN(CC1)C1=NC=CC=N1)C(=O)OC (methyl 2-phenyl-3-(4-(pyrimidin-2-yl)piperazin-1-yl)quinoxaline-6-carboxylate), [OH-].[Na+] (sodium hydroxide). Run in O (water), CO (methanol). Run at temperature 50 celsius, time 8 hour. The product is C1(=CC=CC=C1)C1=NC2=CC=C(C=C2N=C1N1CCN(CC1)C1=NC=CC=N1)C(=O)O (2-Phenyl-3-(4-(pyrimidin-2-yl)piperazin-1-yl)quinoxaline-6-carboxylic acid). Reaction SMILES: [C:1]1([C:7]2[C:16]([N:17]3[CH2:22][CH2:21][N:20]([C:23]4[N:28]=[CH:27][CH:26]=[CH:25][N:24]=4)[CH2:19][CH2:18]3)=[N:15][C:14]3[C:9](=[CH:10][CH:11]=[C:12]([C:29]([O:31]C)=[O:30])[CH:13]=3)[N:8]=2)[CH:6]=[CH:5][CH:4]=[CH:3][CH:2]=1.[OH-].[Na+]>CO.O>[C:1]1([C:7]2[C:16]([N:17]3[CH2:18][CH2:19][N:20]([C:23]4[N:24]=[CH:25][CH:26]=[CH:27][N:28]=4)[CH2:21][CH2:22]3)=[N:15][C:14]3[C:9](=[CH:10][CH:11]=[C:12]([C:29]([OH:31])=[O:30])[CH:13]=3)[N:8]=2)[CH:2]=[CH:3][CH:4]=[CH:5][CH:6]=1 |f:1.2|. Procedure details: Into a 50-mL round-bottom flask, was placed a solution of methyl 2-phenyl-3-(4-(pyrimidin-2-yl)piperazin-1-yl)quinoxaline-6-carboxylate (192 mg, 0.41 mmol, 1.00 equiv, 90%) in methanol (10 mL), a solution of sodium hydroxide (80 mg, 2.00 mmol, 5.00 equiv) in water (2 mL). The resulting solution was stirred overnight at 50° C. in an oil bath. The resulting mixture was concentrated under vacuum. The resulting mixture was washed with methanol. This resulted in 80 mg (47%) of 2-phenyl-3-(4-(pyrimidi... Starting materials: CN(C)C=O, COc1ccc(CNc2ncccc2C(=O)Nc2cccnc2Cl)cc1, [H-], [H][H], [Na+], O. Yields the product COc1ccc(CN2c3ncccc3NC(=O)c3cccnc32)cc1. Reaction SMILES: [CH3:31][N:32]([CH3:33])[CH:34]=[O:35].[Cl:3][c:4]1[n:5][cH:6][cH:7][cH:8][c:9]1[NH:10][C:11](=[O:12])[c:13]1[c:14]([NH:19][CH2:20][c:21]2[cH:22][cH:23][c:24]([O:27][CH3:28])[cH:25][cH:26]2)[n:15][cH:16][cH:17][cH:18]1.[H-:1].[H:29][H:30].[Na+:2].[OH2:36]>>[c:4]12[n:5][cH:6][cH:7][cH:8][c:9]1[NH:10][C:11](=[O:12])[c:13]1[c:14]([n:15][cH:16][cH:17][cH:18]1)[N:19]2[CH2:20][c:21]1[cH:22][cH:23][c:24]([O:27][CH3:28])[cH:25][cH:26]1. Starting materials: C(CCC)[Li] (n-butyllithium), O(C)N(C(C)=O)C (N-methoxyl-N-methylacetamide), [Cl-].[NH4+] (ammonium chloride), BrC=1C=NC=NC1 (5-Bromopyrimidine). Run in CCCCCC (hexane), O1CCCC1 (tetrahydrofuran), O1CCCC1 (tetrahydrofuran). Conditions: temperature -78 celsius. Product: C(C)(=O)C=1C=NC=NC1 (5-Acetylpyrimidine). Isolated yield 40.9%. Reaction SMILES: Br[C:2]1[CH:3]=[N:4][CH:5]=[N:6][CH:7]=1.C([Li])CCC.O(N(C)[C:16](=[O:18])[CH3:17])C.[Cl-].[NH4+]>O1CCCC1.CCCCCC>[C:16]([C:2]1[CH:3]=[N:4][CH:5]=[N:6][CH:7]=1)(=[O:18])[CH3:17] |f:3.4|. Reported procedure: 5-Bromopyrimidine (3.18 g, 20 mmol) was dissolved in 50 mL of tetrahydrofuran. While cooled to −78° C., 15 mL of 1.6 M n-butyllithium in hexane solution was added dropwise with stirring. After the solution was stirred for 30 minutes, a solution of N-methoxyl-N-methylacetamide (2.58 g, 25 mmol) in tetrahydrofuran solution (10 mL) was added slowly. The mixture was stirred at −78° C. for 1 hour and then allowed to be warmed slowly. When the temperature of the mixture was at 0° C., aqueous ammonium ...